Dataset: the Open Reaction Database (ORD), a public repository of structured organic reaction records. Task: describe an organic reaction: reactants, conditions, products, and yield The reactants are LiOH monohydrate, C(=O)(O)[O-].[Na+] (NaHCO3), COC([C@@H](NC([C@@H](NC([C@@H](NC(=O)OC(C)(C)C)COCC1=CC=CC=C1)=O)C(C)C)=O)C(C)C)=O (N-tert-butoxycarbonyl O-benzyl L-seryl L-valyl L-valine methyl ester), COC([C@@H](NC([C@@H](NC([C@@H](NC(=O)OC(C)(C)C)COCC1=CC=CC=C1)=O)C(C)C)=O)C(C)C)=O (N-tert-butoxycarbonyl O-benzyl L-seryl L-valyl L-valine methyl ester). Run in O (water), CCOC(=O)C (EtOAc), C1CCOC1 (THF). Conditions: temperature 0 celsius. The product is C(C)(C)(C)OC(=O)N[C@@H](COCC1=CC=CC=C1)C(=O)N[C@@H](C(C)C)C(=O)N[C@@H](C(C)C)C(=O)O (N-tert-butoxycarbonyl O-benzyl L-seryl L-valyl L-valine). Isolated yield 41.9%. Reaction SMILES: C[O:2][C:3](=[O:36])[C@H:4]([CH:33]([CH3:35])[CH3:34])[NH:5][C:6](=[O:32])[C@H:7]([CH:29]([CH3:31])[CH3:30])[NH:8][C:9](=[O:28])[C@H:10]([CH2:19][O:20][CH2:21][C:22]1[CH:27]=[CH:26][CH:25]=[CH:24][CH:23]=1)[NH:11][C:12]([O:14][C:15]([CH3:18])([CH3:17])[CH3:16])=[O:13].C([O-])(O)=O.[Na+]>C1COCC1.O.CCOC(C)=O>[C:15]([O:14][C:12]([NH:11][C@H:10]([C:9]([NH:8][C@H:7]([C:6]([NH:5][C@H:4]([C:3]([OH:36])=[O:2])[CH:33]([CH3:34])[CH3:35])=[O:32])[CH:29]([CH3:31])[CH3:30])=[O:28])[CH2:19][O:20][CH2:21][C:22]1[CH:27]=[CH:26][CH:25]=[CH:24][CH:23]=1)=[O:13])([CH3:16])([CH3:18])[CH3:17] |f:1.2|. Procedure details: N-tert-butoxycarbonyl O-benzyl L-seryl L-valyl L-valine methyl ester 13 (14.60 g, 28.76 mmol) was dissolved in THF (220 mL) and the solution cooled to 0° C. (icebath). LiOH monohydrate (1.33 g, 31.7 mmol) was dissolved in de-ionized water (110 mL). The solution was cooled to 0° C. (icebath) and added dropwise to the solution of 13 over 25 min. The reaction mixture was stirred for an additional 2 h 35 min before solid NaHCO3 (4.83 g, 57.5 mmol) was added and the bulk of THF evaporated. The soluti... Procedure: 42.40 g (114.84 mmol) N-(tert-butyl)-2-iodo-6-methoxybenzenesulfonamide are stirred in 265 ml of trifluoroacetic acid at room temperature for 3 h. Thereafter the reaction mixture is poured into ice-water and the precipitate is isolated by filtration and washed to neutrality with water. This gives 32.40 g (90% of theory) of 2-iodo-6-methoxybenzenesulfonamide. Reactants: C(C)(C)(C)NS(=O)(=O)C1=C(C=CC=C1OC)I (N-(tert-butyl)-2-iodo-6-methoxybenzenesulfonamide), ice water. Run in FC(C(=O)O)(F)F (trifluoroacetic acid). As a reaction SMILES: C([NH:5][S:6]([C:9]1[C:14]([O:15][CH3:16])=[CH:13][CH:12]=[CH:11][C:10]=1[I:17])(=[O:8])=[O:7])(C)(C)C>FC(F)(F)C(O)=O>[I:17][C:10]1[CH:11]=[CH:12][CH:13]=[C:14]([O:15][CH3:16])[C:9]=1[S:6]([NH2:5])(=[O:8])=[O:7]. Yields the product IC1=C(C(=CC=C1)OC)S(=O)(=O)N (2-Iodo-6-methoxybenzenesulfonamide). The reactants are ClC1=CC=C(C(C(=O)O)=C1)NCC (5-Chloro-N-ethyl anthranilic acid), C(C)(=O)O (acetic acid), ice water. Solvent: C(C)(=O)OC(C)=O (acetic anhydride). Product: ClC=1C=C2C(=CC(N(C2=CC1)CC)=O)O (6-Chloro-1-ethyl-4-hydroxy carbostyril). RXN SMILES: [Cl:1][C:2]1[CH:10]=[C:6]([C:7](O)=[O:8])[C:5]([NH:11][CH2:12][CH3:13])=[CH:4][CH:3]=1.[C:14]([OH:17])(=O)[CH3:15]>C(OC(=O)C)(=O)C>[Cl:1][C:2]1[CH:10]=[C:6]2[C:5](=[CH:4][CH:3]=1)[N:11]([CH2:12][CH3:13])[C:14](=[O:17])[CH:15]=[C:7]2[OH:8]. Reported procedure: 5-Chloro-N-ethyl anthranilic acid (13.1g; 0.006 mole) in acetic acid (35 ml) and acetic anhydride (35 ml) was refluxed for 24 hours. The cooled mixture was poured into ice-water and basified to pH 14. The precipitated red oil was separated and the supernatant acidified to pH 5 to give the title compound as a white crystalline solid. m.p. (EtOH) 305°-8° C (Found: C, 58.80; H, 4.64; N, 6.49; Cl, 15.95; C11H10CINO2 requires, C, 59.07; H, 4.51; N, 6.26; Cl, 15.85%).